Dataset: the Open Reaction Database (ORD), a public repository of structured organic reaction records. Task: describe an organic reaction: reactants, conditions, products, and yield Starting materials: C(C)C1=NC=2C(=NC(=CC2C)C)N1CC1=CC=C(C=C1)C1=C(C=CC=C1)C(=O)C(=O)OC (2-ethyl-3-(2'-methoxalylbiphenyl-4-yl)methyl-5,7-dimethyl-3H-imidazo[4,5-b]pyridine), O.[OH-].[Li+] (lithium hydroxide monohydrate). Product: C(C)C1=NC=2C(=NC(=CC2C)C)N1CC1=CC=C(C=C1)C1=C(C=CC=C1)C(=O)C(=O)O (2-Ethyl-5,7-dimethyl-3-(2'-oxalobiphenyl-4-yl)methyl-3H-imidazo[4,5-b]pyridine). Yield: 69.5%. Reaction SMILES: [CH2:1]([C:3]1[N:13]([CH2:14][C:15]2[CH:20]=[CH:19][C:18]([C:21]3[CH:26]=[CH:25][CH:24]=[CH:23][C:22]=3[C:27]([C:29]([O:31]C)=[O:30])=[O:28])=[CH:17][CH:16]=2)[C:6]2=[N:7][C:8]([CH3:12])=[CH:9][C:10]([CH3:11])=[C:5]2[N:4]=1)[CH3:2].O.[OH-].[Li+]>>[CH2:1]([C:3]1[N:13]([CH2:14][C:15]2[CH:20]=[CH:19][C:18]([C:21]3[CH:26]=[CH:25][CH:24]=[CH:23][C:22]=3[C:27]([C:29]([OH:31])=[O:30])=[O:28])=[CH:17][CH:16]=2)[C:6]2=[N:7][C:8]([CH3:12])=[CH:9][C:10]([CH3:11])=[C:5]2[N:4]=1)[CH3:2] |f:1.2.3|. Procedure: 684 mg of 2-ethyl-3-(2'-methoxalylbiphenyl-4-yl)methyl-5,7-dimethyl-3H-imidazo[4,5-b]pyridine [prepared as described in step (a) above] were subjected to hydrolysis using 201 mg of lithium hydroxide monohydrate in the same manner as described in Example 1(b), to give 460 mg of the title compound as a powder, melting at 209°-210° C. Starting materials: mixture, COC1=C(C=CC(=C1)OC)CN(C(CCC(=O)OC(C)(C)C)=O)C1=NC=C(C(=C1)OC)C(NCC1=CC(=CC=C1)C1=CC=CC=C1)=O (tert-butyl 4-[(2,4-dimethoxyphenyl)methyl-{4-methoxy-5-[(3-phenylphenyl)methylcarbamoyl]-2-pyridyl}amino]-4-oxobutanoate), CCOCC (Ether). The solvent is FC(C(=O)O)(F)F (trifluoroacetic acid). Conditions: temperature 40 celsius, time 17 hour. Product: OC1=CC(=NC=C1C(NCC1=CC(=CC=C1)C1=CC=CC=C1)=O)NC(CCC(=O)O)=O (4-({4-Hydroxy-5-[(3-phenylphenyl)methylcarbamoyl]-2-pyridyl}amino)-4-oxobutanoic acid). Reaction SMILES: COC1C=C(OC)C=CC=1C[N:12]([C:24]1[CH:29]=[C:28]([O:30]C)[C:27]([C:32](=[O:47])[NH:33][CH2:34][C:35]2[CH:40]=[CH:39][CH:38]=[C:37]([C:41]3[CH:46]=[CH:45][CH:44]=[CH:43][CH:42]=3)[CH:36]=2)=[CH:26][N:25]=1)[C:13](=[O:23])[CH2:14][CH2:15][C:16]([O:18]C(C)(C)C)=[O:17].CCOCC>FC(F)(F)C(O)=O>[OH:30][C:28]1[C:27]([C:32](=[O:47])[NH:33][CH2:34][C:35]2[CH:40]=[CH:39][CH:38]=[C:37]([C:41]3[CH:46]=[CH:45][CH:44]=[CH:43][CH:42]=3)[CH:36]=2)=[CH:26][N:25]=[C:24]([NH:12][C:13](=[O:23])[CH2:14][CH2:15][C:16]([OH:18])=[O:17])[CH:29]=1. Procedure: A solution of the mixture (345 mg) containing tert-butyl 4-[(2,4-dimethoxyphenyl)methyl-{4-methoxy-5-[(3-phenylphenyl)methylcarbamoyl]-2-pyridyl}amino]-4-oxobutanoate in trifluoroacetic acid (4 mL) was left standing at room temperature for 17 hours. Ether (60 mL) was added to the reaction solution. The resulting suspension was filtered, and the product collected by filtration was washed with ether and dried under reduced pressure. To the obtained residue, a solution of boron tribromide in dichlo... Starting materials: O=C([O-])[O-], CNC(C)(C)C, CC#N, ClCc1ccc(Cl)nc1, [K+], [K+]. Product: CN(Cc1ccc(Cl)nc1)C(C)(C)C. RXN SMILES: [C:16](=[O:17])([O-:18])[O-:19].[CH3:10][NH:11][C:12]([CH3:13])([CH3:14])[CH3:15].[CH3:22][C:23]#[N:24].[Cl:1][c:2]1[n:3][cH:4][c:5]([CH2:8][Cl:9])[cH:6][cH:7]1.[K+:20].[K+:21]>>[Cl:1][c:2]1[n:3][cH:4][c:5]([CH2:8][N:11]([CH3:10])[C:12]([CH3:13])([CH3:14])[CH3:15])[cH:6][cH:7]1. Starting materials: ON1C(CCC1=O)=O (N-Hydroxysuccinimide), C1(CCCCC1)N=C=NC1CCCCC1 (1,3-dicyclohexylcarbodiimide), C(C)(C)(C)OC(=O)[C@H]1N(CCC1)S(=O)(=O)C1=CN=C2N1[C@@](C(N2C2=CC(=CC(=C2)Cl)Cl)=O)(CC2=CC=C(C=C2)C=2C=NC=NC2)C ((S)-1-[(R)-7-(3,5-dichloro-phenyl)-5-methyl-6-oxo-5-(4-pyrimidin-5-yl-benzyl)-6,7-dihydro-5H-imidazo[1,2-a]imidazole-3-sulfonyl]-pyrrolidine-2-carboxylic acid tert-butyl ester). Run in C(Cl)Cl (CH2Cl2). Conditions: time 1 hour. The product is C(N)(=O)[C@@H](C)NC(=O)[C@H]1N(CCC1)S(=O)(=O)C1=CN=C2N1[C@@](C(N2C2=CC(=CC(=C2)Cl)Cl)=O)(CC2=CC=C(C=C2)C=2C=NC=NC2)C ((S)-1-[(R)-7-(3,5-dichloro-phenyl)-5-methyl-6-oxo-5-(4-pyrimidin-5-yl-benzyl)-6,7-dihydro-5H-imidazo[1,2-a]imidazole-3-sulfonyl]-pyrrolidine-2-carboxylic acid ((R)-1-carbamoyl-ethyl)-amide). The yield is 78.4%. RXN SMILES: O[N:2]1C(=O)[CH2:5][CH2:4][C:3]1=[O:8].C1([N:15]=C=NC2CCCCC2)CCCCC1.C(O[C:29]([C@@H:31]1[CH2:35][CH2:34][CH2:33][N:32]1[S:36]([C:39]1[N:43]2[C@:44]([CH3:69])([CH2:56][C:57]3[CH:62]=[CH:61][C:60]([C:63]4[CH:64]=[N:65][CH:66]=[N:67][CH:68]=4)=[CH:59][CH:58]=3)[C:45](=[O:55])[N:46]([C:47]3[CH:52]=[C:51]([Cl:53])[CH:50]=[C:49]([Cl:54])[CH:48]=3)[C:42]2=[N:41][CH:40]=1)(=[O:38])=[O:37])=[O:30])(C)(C)C>C(Cl)Cl>[C:3]([C@H:4]([NH:15][C:29]([C@@H:31]1[CH2:35][CH2:34][CH2:33][N:32]1[S:36]([C:39]1[N:43]2[C@:44]([CH3:69])([CH2:56][C:57]3[CH:62]=[CH:61][C:60]([C:63]4[CH:64]=[N:65][CH:66]=[N:67][CH:68]=4)=[CH:59][CH:58]=3)[C:45](=[O:55])[N:46]([C:47]3[CH:52]=[C:51]([Cl:53])[CH:50]=[C:49]([Cl:54])[CH:48]=3)[C:42]2=[N:41][CH:40]=1)(=[O:38])=[O:37])=[O:30])[CH3:5])(=[O:8])[NH2:2]. Procedure details: N-Hydroxysuccinimide (0.035 g), followed by 1,3-dicyclohexylcarbodiimide (DCC, 0.064 g), were added to a solution of (S)-1-[(R)-7-(3,5-dichloro-phenyl)-5-methyl-6-oxo-5-(4-pyrimidin-5-yl-benzyl)-6,7-dihydro-5H-imidazo[1,2-a]imidazole-3-sulfonyl]-pyrrolidine-2-carboxylic acid (Example 14) (0.16 g) in CH2Cl2 (20 mL). The reaction was stirred at room temperature for 1 h, then was filtered through a pad of diatomaceous earth, concentrated and re-dissolved in 2N NH3—CH3OH (10 mL). The solution was st... As a reaction SMILES: [C:22](=[O:23])([OH:24])[O-:25].[C:27]([c:28]1[c:29]([OH:30])[cH:31][cH:32][cH:33][cH:34]1)(=[O:35])[O:36][CH3:37].[CH2:53]([O:54][CH2:55][CH3:56])[CH3:57].[CH3:47][CH2:48][O:49][C:50](=[O:51])[CH3:52].[Cl-:40].[Cl:2][CH2:3][c:4]1[cH:5][c:6]([O:7][CH2:8][c:9]2[n:10][c:11]3[cH:12][cH:13][cH:14][cH:15][c:16]3[cH:17][cH:18]2)[cH:19][cH:20][cH:21]1.[ClH:1].[H-:38].[NH4+:41].[Na+:26].[Na+:39].[O:42]=[CH:43][N:44]([CH3:45])[CH3:46]>>[CH2:3]([c:4]1[cH:5][c:6]([O:7][CH2:8][c:9]2[n:10][c:11]3[cH:12][cH:13][cH:14][cH:15][c:16]3[cH:17][cH:18]2)[cH:19][cH:20][cH:21]1)[O:30][c:29]1[c:28]([C:27](=[O:35])[O:36][CH3:37])[cH:34][cH:33][cH:32][cH:31]1. Yields the product COC(=O)c1ccccc1OCc1cccc(OCc2ccc3ccccc3n2)c1. Starting materials: O=C([O-])O, COC(=O)c1ccccc1O, CCOCC, CCOC(C)=O, [Cl-], ClCc1cccc(OCc2ccc3ccccc3n2)c1, Cl, [H-], [NH4+], [Na+], [Na+], CN(C)C=O. Reactants: O (water), [OH-].[Na+] (NaOH), BrC=1C=C(C=CC1)[N+](=O)[O-] (3-bromonitrobenzene), [OH-].[Na+] (NaOH). Reagents/catalysts: [Zn] (Zinc), [Zn] (zinc). The solvent is CCOCC (ether). Run at temperature 60 celsius. Yields the product BrC=1C=C(C=CC1)NNC1=CC(=CC=C1)Br (3,3'-Dibromohydrazobenzene). Isolated yield 79.5%. RXN SMILES: [OH-].[Na+].[Br:3][C:4]1[CH:5]=[C:6]([N+:10]([O-])=O)[CH:7]=[CH:8][CH:9]=1.O>[Zn].CCOCC>[Br:3][C:4]1[CH:5]=[C:6]([NH:10][NH:10][C:6]2[CH:7]=[CH:8][CH:9]=[C:4]([Br:3])[CH:5]=2)[CH:7]=[CH:8][CH:9]=1 |f:0.1|. Procedure details: To a stirred solution of 50% NaOH (3.6 mL, 45 mM) was added 3-bromonitrobenzene (15 g, 74 mM) and the resulting solution was heated to 60° C. Zinc dust (11 g, 170 mM) was added in portions in such a manner as to keep the reaction temperature below 80° C. After the addition was complete, 20% NaOH (22 mL, 113 mM) was added followed by water (37 mL). An additional portion of zinc dust (14 g, 220 mM) was then added in one portion. The resulting mixture was heated at 70° C. for 1 hour, cooled to room...